The task is: describe an organic reaction: reactants, conditions, products, and yield. This data is from the Open Reaction Database (ORD), a public repository of structured organic reaction records. Starting materials: C(C)(=O)OCC=1C(=NC=CC1Cl)N1C(C=2C=C3CCCCN3C2CC1)=O ((4-Chloro-2-(1-oxo-3,4,6,7,8,9-hexahydropyrido[3,4-b]indolizin-2(1H)-yl)pyridin-3-yl)methyl acetate), B1(OC(C(O1)(C)C)(C)C)B2OC(C(O2)(C)C)(C)C (Pin2B2), C(C)(=O)[O-].[K+] (potassium acetate). The reagents and catalysts are C1=CC=C(C=C1)P([C-]2C=CC=C2)C3=CC=CC=C3.C1=CC=C(C=C1)P([C-]2C=CC=C2)C3=CC=CC=C3.Cl[Pd]Cl.[Fe+2] (Pd(dppf)Cl2), CC(C)C1=CC(=C(C(=C1)C(C)C)C2=C(C=CC=C2)P(C3CCCCC3)C4CCCCC4)C(C)C (X-phos). Run in O1CCOCC1 (dioxane). Conditions: temperature 65 celsius. Product: C(C)(=O)OCC=1C(=NC=CC1B(O)O)N1C(C=2C=C3CCCCN3C2CC1)=O (3-(Acetoxymethyl)-2-(1-oxo-3,4,6,7,8,9-hexahydropyrido[3,4-b]indolizin-2(1H)-yl)pyridin-4-ylboronic Acid). The yield is 108.7%. Reaction SMILES: [C:1]([O:4][CH2:5][C:6]1[C:7]([N:13]2[CH2:25][CH2:24][C:23]3[N:22]4[C:17]([CH2:18][CH2:19][CH2:20][CH2:21]4)=[CH:16][C:15]=3[C:14]2=[O:26])=[N:8][CH:9]=[CH:10][C:11]=1Cl)(=[O:3])[CH3:2].[B:27]1(B2OC(C)(C)C(C)(C)O2)[O:31]C(C)(C)C(C)(C)[O:28]1.C([O-])(=O)C.[K+]>C1C=CC(P(C2C=CC=CC=2)[C-]2C=CC=C2)=CC=1.C1C=CC(P(C2C=CC=CC=2)[C-]2C=CC=C2)=CC=1.Cl[Pd]Cl.[Fe+2].CC(C1C=C(C(C)C)C(C2C=CC=CC=2P(C2CCCCC2)C2CCCCC2)=C(C(C)C)C=1)C.O1CCOCC1>[C:1]([O:4][CH2:5][C:6]1[C:7]([N:13]2[CH2:25][CH2:24][C:23]3[N:22]4[C:17]([CH2:18][CH2:19][CH2:20][CH2:21]4)=[CH:16][C:15]=3[C:14]2=[O:26])=[N:8][CH:9]=[CH:10][C:11]=1[B:27]([OH:31])[OH:28])(=[O:3])[CH3:2] |f:2.3,4.5.6.7|. Procedure: A 100-mL single-neck round-bottomed flask equipped with a magnetic stirrer and a reflux condenser was charged with 244b (900 mg, 2.4 mmol), Pin2B2 (3.05 g, 12 mmol), Pd(dppf)Cl2 (98 mg, 0.12 mmol), X-phos (114 mg, 0.24 mmol), potassium acetate (720 mg, 7.2 mmol), and dioxane (20 mL). After three cycles of vacuum/argon flush, the mixture was heated at 65° C. for 4 h. It was then cooled to room temperature and filtered. The filtrate was concentrated under reduced pressure and the resulting residue... The reactants are CC(=O)OC(C)=O, CN(C)CCCCc1ccc(CO)o1, CC(=O)[O-], [Na+], O, c1ccccc1. The product is CC(=O)OCc1ccc(CCCCN(C)C)o1. RXN SMILES: [CH3:15][C:16](=[O:17])[O:18][C:19](=[O:20])[CH3:21].[CH3:1][N:2]([CH2:3][CH2:4][CH2:5][CH2:6][c:7]1[cH:8][cH:9][c:10]([CH2:12][OH:13])[o:11]1)[CH3:14].[CH3:23][C:24](=[O:25])[O-:26].[Na+:22].[OH2:33].[cH:27]1[cH:28][cH:29][cH:30][cH:31][cH:32]1>>[CH3:1][N:2]([CH2:3][CH2:4][CH2:5][CH2:6][c:7]1[cH:8][cH:9][c:10]([CH2:12][O:13][C:16]([CH3:15])=[O:17])[o:11]1)[CH3:14]. Product: Cc1cc(C#CCO)ccc1Cl. Reactants: C#CCO, ClC(Cl)Cl, CCN(C(C)C)C(C)C, Cc1cc(I)ccc1Cl, [Cu]I, C1CCOC1, O=C(C=Cc1ccccc1)C=Cc1ccccc1, O=C(C=Cc1ccccc1)C=Cc1ccccc1, O=C(C=Cc1ccccc1)C=Cc1ccccc1, [Pd], [Pd], c1ccc(P(c2ccccc2)c2ccccc2)cc1. RXN SMILES: [CH2:29]([C:30]#[CH:31])[OH:32].[CH:100]([Cl:101])([Cl:102])[Cl:103].[CH:33]([N:34]([CH:35]([CH3:36])[CH3:37])[CH2:38][CH3:39])([CH3:40])[CH3:41].[Cl:1][c:2]1[c:3]([CH3:9])[cH:4][c:5]([I:8])[cH:6][cH:7]1.[Cu:42][I:43].[O:104]1[CH2:105][CH2:106][CH2:107][CH2:108]1.[O:46]=[C:47]([CH:48]=[CH:49][c:50]1[cH:51][cH:52][cH:53][cH:54][cH:55]1)[CH:56]=[CH:57][c:58]1[cH:59][cH:60][cH:61][cH:62][cH:63]1.[O:64]=[C:65]([CH:66]=[CH:67][c:68]1[cH:69][cH:70][cH:71][cH:72][cH:73]1)[CH:74]=[CH:75][c:76]1[cH:77][cH:78][cH:79][cH:80][cH:81]1.[O:82]=[C:83]([CH:84]=[CH:85][c:86]1[cH:87][cH:88][cH:89][cH:90][cH:91]1)[CH:92]=[CH:93][c:94]1[cH:95][cH:96][cH:97][cH:98][cH:99]1.[Pd:44].[Pd:45].[c:10]1([P:11]([c:12]2[cH:13][cH:14][cH:15][cH:16][cH:17]2)[c:18]2[cH:19][cH:20][cH:21][cH:22][cH:23]2)[cH:24][cH:25][cH:26][cH:27][cH:28]1>>[Cl:1][c:2]1[c:3]([CH3:9])[cH:4][c:5]([C:31]#[C:30][CH2:29][OH:32])[cH:6][cH:7]1. The reactants are BrCC1=CC2=C(OC(C(O2)F)(F)F)C=C1 (6-bromomethyl-2,2,3-trifluoro-1,4-benzodioxane), C1N2CN3CN1CN(C2)C3 (urotropin), O (water), Cl (hydrochloric acid), O (water). The product is C(=O)C1=CC2=C(OC(C(O2)F)(F)F)C=C1 (6-formyl-2,2,3-trifluoro-1,4-benzodioxane). As a reaction SMILES: Br[CH2:2][C:3]1[CH:15]=[CH:14][C:6]2[O:7][C:8]([F:13])([F:12])[CH:9]([F:11])[O:10][C:5]=2[CH:4]=1.C1N2CN3CN(C2)CN1C3.Cl.[OH2:27]>>[CH:2]([C:3]1[CH:15]=[CH:14][C:6]2[O:7][C:8]([F:13])([F:12])[CH:9]([F:11])[O:10][C:5]=2[CH:4]=1)=[O:27]. Procedure: 318 g of 6-bromomethyl-2,2,3-trifluoro-1,4-benzodioxane are added to 318 g of urotropin in 630 ml of water, the reaction mixture is heated under reflux for 2 hours, 318 ml of hydrochloric acid and 470 ml of water are then added and the mixture is heated for a further 3 hours. The product is driven over with steam and is separated off and, after drying, distilled. 158 g of distillate are obtained (boiling point: 112-115° C. (under 18 mbar)) and partly crystallize on standing. The crystal sludge i... The reactants are C(C)(C)(C)OC(=O)N(CCC1=CC=CC=C1)[C@@H]1C(N(CCC1)CC(=O)OCC1=CC=CC=C1)=O ((S)-3-[N-(tert-Butoxycarbonyl)-N-phenylethylamino]-2-oxo-1-piperidineacetic acid, benzyl ester). The reagents and catalysts are [Pd] (Pd/C). Solvent: CO (methanol). Conditions: time 2 hour. The product is C(C)(C)(C)OC(=O)N(CCC1=CC=CC=C1)[C@@H]1C(N(CCC1)CC(=O)O)=O ((S)-3-[N-(tert-Butoxycarbonyl)-N-phenylethylamino]-2-oxo-1-piperidineacetic acid). The yield is 97.8%. Reaction SMILES: [C:1]([O:5][C:6]([N:8]([C@H:17]1[CH2:22][CH2:21][CH2:20][N:19]([CH2:23][C:24]([O:26]CC2C=CC=CC=2)=[O:25])[C:18]1=[O:34])[CH2:9][CH2:10][C:11]1[CH:16]=[CH:15][CH:14]=[CH:13][CH:12]=1)=[O:7])([CH3:4])([CH3:3])[CH3:2]>CO.[Pd]>[C:1]([O:5][C:6]([N:8]([C@H:17]1[CH2:22][CH2:21][CH2:20][N:19]([CH2:23][C:24]([OH:26])=[O:25])[C:18]1=[O:34])[CH2:9][CH2:10][C:11]1[CH:16]=[CH:15][CH:14]=[CH:13][CH:12]=1)=[O:7])([CH3:4])([CH3:2])[CH3:3]. Procedure details: To a solution of 43 (1.06 g, 2.27 mmol) in 35 mL of methanol was added 10% Pd/C catalyst (127 mg) and the mixture was hydrogenated on a Parr shaker apparatus at 45 PSI for 2 hrs. The solution was filtered, evaporated, and the residue was dried by pumping at <1mm Hg vacuum for 10 hrs to afford 0.836 g (98% yield) of product 44 as a colorless foam. TLC (silica; CH2Cl2, methanol, acetic acid: 27, 3, 1) Rf=0.40.